This data is from the Open Reaction Database (ORD), a public repository of structured organic reaction records. The task is: describe an organic reaction: reactants, conditions, products, and yield The reactants are BrC=1C=C(C=CC1)N=C=S (3-bromophenylisothiocyanate), COC(C(C)N)OC (2-aminopropionaldehyde dimethylacetal). The solvent is CCO (EtOH). Product: BrC=1C=C(C=CC1)NC(=S)NC(C(OC)OC)C (1-(3-bromo-phenyl)-3-(2,2-dimethoxy-1-methyl-ethyl)-thiourea). The yield is 100.2%. Reaction SMILES: [Br:1][C:2]1[CH:3]=[C:4]([N:8]=[C:9]=[S:10])[CH:5]=[CH:6][CH:7]=1.[CH3:11][O:12][CH:13]([O:17][CH3:18])[CH:14]([NH2:16])[CH3:15]>CCO>[Br:1][C:2]1[CH:3]=[C:4]([NH:8][C:9]([NH:16][CH:14]([CH3:15])[CH:13]([O:17][CH3:18])[O:12][CH3:11])=[S:10])[CH:5]=[CH:6][CH:7]=1. Procedure details: Step 1) A mixture of commercially available 3-bromophenylisothiocyanate (10.06 g, 47.0 mmol) and 2-aminopropionaldehyde dimethylacetal (5.96 mL, 47.0 mmol) in EtOH (50 mL) was refluxed for 1 h. Evaporated to dryness to give 1-(3-bromo-phenyl)-3-(2,2-dimethoxy-1-methyl-ethyl)-thiourea as an off-white solid (15.69 g, 100%). Step 2) A mixture of the above prepared 1-(3-bromo-phenyl)-3-(2,2-dimethoxy-1-methyl-ethyl)-thiourea (15.69 g, 47 mmol) in H2O (85 mL) and 37% HCl (8.5 mL) was refluxed for 4.5... The reactants are C1CCOC1, CC(C)NC(C)C, COc1ccc(CC#N)cc1OC1CCCC1, CI, [Li]. The product is COc1ccc(C(C)C#N)cc1OC1CCCC1. RXN SMILES: [CH2:28]1[O:29][CH2:30][CH2:31][CH2:32]1.[CH3:19][CH:20]([NH:21][CH:22]([CH3:23])[CH3:24])[CH3:25].[CH:1]1([O:6][c:7]2[cH:8][c:9]([CH2:15][C:16]#[N:17])[cH:10][cH:11][c:12]2[O:13][CH3:14])[CH2:2][CH2:3][CH2:4][CH2:5]1.[I:26][CH3:27].[Li:18]>>[CH:1]1([O:6][c:7]2[cH:8][c:9]([CH:15]([C:16]#[N:17])[CH3:19])[cH:10][cH:11][c:12]2[O:13][CH3:14])[CH2:2][CH2:3][CH2:4][CH2:5]1. Starting materials: OC(CNC(C1=C(C(C(=O)O)=C(C(=C1I)N)I)I)=O)CO (5-amino-2,4,6-triiodoisophthalic acid mono-(2,3-dihydroxy-propyl) amide), C(C)(=O)OC(C)=O (acetic anhydride), C(C)(=O)OCC (ethyl acetate). Reagents/catalysts: CN(C1=CC=NC=C1)C (4-dimethylaminopyridine). Conditions: time 1 hour. Yields the product C(C)(=O)OC(CNC(C1=C(C(C(=O)O)=C(C(=C1I)N)I)I)=O)COC(C)=O (5-Amino-2,4,6-triiodoisophthalic acid mono-(2,3-diacetoxy-propyl) amide). RXN SMILES: [OH:1][CH:2]([CH2:20][OH:21])[CH2:3][NH:4][C:5](=[O:19])[C:6]1[C:14]([I:15])=[C:13]([NH2:16])[C:12]([I:17])=[C:8]([C:9]([OH:11])=[O:10])[C:7]=1[I:18].[C:22](OC(=O)C)(=[O:24])[CH3:23].[C:29](OCC)(=[O:31])[CH3:30]>CN(C)C1C=CN=CC=1>[C:22]([O:1][CH:2]([CH2:20][O:21][C:29](=[O:31])[CH3:30])[CH2:3][NH:4][C:5](=[O:19])[C:6]1[C:14]([I:15])=[C:13]([NH2:16])[C:12]([I:17])=[C:8]([C:9]([OH:11])=[O:10])[C:7]=1[I:18])(=[O:24])[CH3:23]. Procedure details: 300 g (0.475 mol) of 5-amino-2,4,6-triiodoisophthalic acid mono-(2,3-dihydroxy-propyl) amide is suspended in 1.4 liter of ethyl acetate, mixed with 178.07 g (1.74 mol) of acetic anhydride and 5.7 g (47.5 mmol) of 4-dimethylaminopyridine and the mixture is heated to boiling. The suspension changes into a solution from which the product quickly crystallizes out in the boiling heat. The acetylation is completed after 1 hour. The excess acetic anhydride is reacted to ethyl acetate by addition of eth... The reactants are ClC1=CC(=C(C=2C=CN(C12)S(=O)(=O)C1=CC=C(C)C=C1)C=O)C (7-chloro-5-methyl-1-tosyl-1H-indole-4-carbaldehyde), C1=CC=C(C=C1)P(C2=CC=CC=C2)C3=CC=CC=C3 (PPh3), C(Br)(Br)(Br)Br (CBr4). Solvent: C(Cl)Cl (DCM). Run at time 10 minute. Product: ClC=1C=C(C(=C2C=CN(C12)S(=O)(=O)C1=CC=C(C)C=C1)C=C(Br)Br)C (7-Chloro-4-(2,2-dibromovinyl)-5-methyl-1-tosyl-1H-indole). RXN SMILES: [Cl:1][C:2]1[C:10]2[N:9]([S:11]([C:14]3[CH:20]=[CH:19][C:17]([CH3:18])=[CH:16][CH:15]=3)(=[O:13])=[O:12])[CH:8]=[CH:7][C:6]=2[C:5]([CH:21]=O)=[C:4]([CH3:23])[CH:3]=1.C1C=CC(P(C2C=CC=CC=2)C2C=CC=CC=2)=CC=1.[C:43](Br)(Br)([Br:45])[Br:44]>C(Cl)Cl>[Cl:1][C:2]1[CH:3]=[C:4]([CH3:23])[C:5]([CH:21]=[C:43]([Br:45])[Br:44])=[C:6]2[C:10]=1[N:9]([S:11]([C:14]1[CH:20]=[CH:19][C:17]([CH3:18])=[CH:16][CH:15]=1)(=[O:13])=[O:12])[CH:8]=[CH:7]2. Procedure: To a solution of 7-chloro-5-methyl-1-tosyl-1H-indole-4-carbaldehyde (48 mg, 0.138 mmol) and PPh3 (109 mg, 0.414 mmol) in DCM (1.4 mL) at 0° C., was added CBr4 (68.6 mg, 0.207 mmol) and the reaction was warmed to room temperature. After 10 minutes the reaction mixture was loaded onto silica gel and was purified by flash chromatography (0-50% EtOAc in heptanes) to provide the title compound. 1H NMR (400 MHz, DMSO-d6) δ ppm 8.00 (d, J=3.79 Hz, 1H) 7.88 (s, 1H) 7.73 (m, J=8.59 Hz, 2H) 7.42 (m, J=7.8... The reactants are ClC=1C=CC(=C(CN2C3=C(NCC2)N=CC(=C3)C3=CC=C(C(=O)O)C=C3)C1)C(F)(F)F (4-{1-[5-chloro-2-(trifluoromethyl)benzyl]-1,2,3,4-tetrahydropyrido[2,3-b]pyrazin-7-yl}benzoic acid), N1(CCCC1)C[C@H]1NCCC1 ((S)-2-(1-pyrrolidinylmethyl)pyrrolidine). Product: ClC=1C=CC(=C(CN2C3=C(NCC2)N=CC(=C3)C3=CC=C(C=C3)C(=O)N3[C@@H](CCC3)CN3CCCC3)C1)C(F)(F)F ((4-{1-[5-Chloro-2-(trifluoromethyl)benzyl]-1,2,3,4-tetrahydropyrido[2,3-b]pyrazin-7-yl}phenyl)-((S)-2-pyrrolidin-1-ylmethylpyrrolidin-1-yl)methanone). As a reaction SMILES: [Cl:1][C:2]1[CH:3]=[CH:4][C:5]([C:28]([F:31])([F:30])[F:29])=[C:6]([CH:27]=1)[CH2:7][N:8]1[CH2:13][CH2:12][NH:11][C:10]2[N:14]=[CH:15][C:16]([C:18]3[CH:26]=[CH:25][C:21]([C:22](O)=[O:23])=[CH:20][CH:19]=3)=[CH:17][C:9]1=2.[N:32]1([CH2:37][C@@H:38]2[CH2:42][CH2:41][CH2:40][NH:39]2)[CH2:36][CH2:35][CH2:34][CH2:33]1>>[Cl:1][C:2]1[CH:3]=[CH:4][C:5]([C:28]([F:30])([F:31])[F:29])=[C:6]([CH:27]=1)[CH2:7][N:8]1[CH2:13][CH2:12][NH:11][C:10]2[N:14]=[CH:15][C:16]([C:18]3[CH:19]=[CH:20][C:21]([C:22]([N:39]4[CH2:40][CH2:41][CH2:42][C@H:38]4[CH2:37][N:32]4[CH2:36][CH2:35][CH2:34][CH2:33]4)=[O:23])=[CH:25][CH:26]=3)=[CH:17][C:9]1=2. Procedure: 4-{1-[5-chloro-2-(trifluoromethyl)benzyl]-1,2,3,4-tetrahydropyrido[2,3-b]pyrazin-7-yl}benzoic acid was reacted with (S)-2-(1-pyrrolidinylmethyl)pyrrolidine as in General Procedure 10 to give the title compound. LCMS: m/z=583.95 (M+H+); retention time=0.58 minutes. The reactants are C#CC1(O)CN2CCC1CC2, C1CCOC1, [Li]CCCC, COc1ccc(C(=O)c2cccs2)cc1, CCCCCC. Product: COc1ccc(C(O)(C#CC2(O)CN3CCC2CC3)c2cccs2)cc1. RXN SMILES: [C:12](#[CH:13])[C:14]1([OH:22])[CH2:15][N:16]2[CH2:17][CH2:18][CH:19]1[CH2:20][CH2:21]2.[CH2:38]1[O:39][CH2:40][CH2:41][CH2:42]1.[CH3:1][CH2:2][CH2:3][CH2:4][Li:5].[CH3:23][O:24][c:25]1[cH:26][cH:27][c:28]([C:31](=[O:32])[c:33]2[s:34][cH:35][cH:36][cH:37]2)[cH:29][cH:30]1.[CH3:6][CH2:7][CH2:8][CH2:9][CH2:10][CH3:11]>>[C:12](#[C:13][C:31]([c:28]1[cH:27][cH:26][c:25]([O:24][CH3:23])[cH:30][cH:29]1)([OH:32])[c:33]1[s:34][cH:35][cH:36][cH:37]1)[C:14]1([OH:22])[CH2:15][N:16]2[CH2:17][CH2:18][CH:19]1[CH2:20][CH2:21]2. The reactants are COc1ccccc1C(=O)Cl, Cc1ccccc1, COc1cc2c(cc1OC)C1CC(N)CCN1CC2, [Na+], [OH-]. Yields the product Cl, COc1cc2c(cc1OC)C1CC(NC(=O)c3ccccc3OC)CCN1CC2. Reaction SMILES: [C:20]([c:21]1[c:22]([O:27][CH3:28])[cH:23][cH:24][cH:25][cH:26]1)(=[O:29])[Cl:30].[CH3:31][c:32]1[cH:33][cH:34][cH:35][cH:36][cH:37]1.[NH2:1][CH:2]1[CH2:3][CH2:4][N:5]2[CH2:6][CH2:7][c:8]3[c:9]([cH:12][c:13]([O:18][CH3:19])[c:14]([O:16][CH3:17])[cH:15]3)[CH:10]2[CH2:11]1.[Na+:39].[OH-:38]>>[ClH:30].[NH:1]([CH:2]1[CH2:3][CH2:4][N:5]2[CH2:6][CH2:7][c:8]3[c:9]([cH:12][c:13]([O:18][CH3:19])[c:14]([O:16][CH3:17])[cH:15]3)[CH:10]2[CH2:11]1)[C:20]([c:21]1[c:22]([O:27][CH3:28])[cH:23][cH:24][cH:25][cH:26]1)=[O:29].